Dataset: the Open Reaction Database (ORD), a public repository of structured organic reaction records. Task: describe an organic reaction: reactants, conditions, products, and yield Procedure: Chlorotrimethylsilane (4.11 ml; 32.5 mmol) was introduced by syringe, into a solution of 1.5 g (10.2 mmol) of the 2-methoxy-5-(1-propynyl)pyrimidine and 4.56 g (30.44 mmol) of NaI in 35 ml of anhydrous acetonitrile maintained under an atmosphere of dry nitrogen and removed from light. The mixture was stirred at 50° C. for 21/2 hours with periodic monitoring by tlc. The mixture was cooled in an ice-bath and 3.5 g (8.14 mmol) of the halogenose, 1-(3,5-di-O-(p-chlorobenzoyl)-2-deoxy-α-D-ribofuranos... The product is C(#CC)C=1C=NC(NC1)=O (5-(1-propynyl)-2-pyrimidinone). Solvent: C(C)#N (acetonitrile). The reactants are Cl[Si](C)(C)C (Chlorotrimethylsilane), COC1=NC=C(C=N1)C#CC (2-methoxy-5-(1-propynyl)pyrimidine), [Na+].[I-] (NaI). Conditions: temperature 50 celsius, time 2 hour. RXN SMILES: Cl[Si](C)(C)C.C[O:7][C:8]1[N:13]=[CH:12][C:11]([C:14]#[C:15][CH3:16])=[CH:10][N:9]=1.[Na+].[I-]>C(#N)C>[C:14]([C:11]1[CH:10]=[N:9][C:8](=[O:7])[NH:13][CH:12]=1)#[C:15][CH3:16] |f:2.3|.